describe an organic reaction: reactants, conditions, products, and yield From a dataset of the Open Reaction Database (ORD), a public repository of structured organic reaction records. The reactants are O=C(O)C1=C(COCCC2CCCCC2)NC(c2ccccc2)=NC1c1cccc(Cl)c1, ClCCl, On1nnc2ccccc21, NCCC(c1ccccc1)c1ccccc1. Product: O=C(NCCC(c1ccccc1)c1ccccc1)C1=C(COCCC2CCCCC2)NC(c2ccccc2)=NC1c1cccc(Cl)c1. Reaction SMILES: [Cl:1][c:2]1[cH:3][c:4]([CH:8]2[N:9]=[C:10]([c:27]3[cH:28][cH:29][cH:30][cH:31][cH:32]3)[NH:11][C:12]([CH2:17][O:18][CH2:19][CH2:20][CH:21]3[CH2:22][CH2:23][CH2:24][CH2:25][CH2:26]3)=[C:13]2[C:14](=[O:15])[OH:16])[cH:5][cH:6][cH:7]1.[Cl:59][CH2:60][Cl:61].[OH:49][n:50]1[c:51]2[cH:52][cH:53][cH:54][cH:55][c:56]2[n:57][n:58]1.[c:33]1([CH:39]([CH2:40][CH2:41][NH2:42])[c:43]2[cH:44][cH:45][cH:46][cH:47][cH:48]2)[cH:34][cH:35][cH:36][cH:37][cH:38]1>>[Cl:1][c:2]1[cH:3][c:4]([CH:8]2[N:9]=[C:10]([c:27]3[cH:28][cH:29][cH:30][cH:31][cH:32]3)[NH:11][C:12]([CH2:17][O:18][CH2:19][CH2:20][CH:21]3[CH2:22][CH2:23][CH2:24][CH2:25][CH2:26]3)=[C:13]2[C:14](=[O:15])[NH:42][CH2:41][CH2:40][CH:39]([c:33]2[cH:34][cH:35][cH:36][cH:37][cH:38]2)[c:43]2[cH:44][cH:45][cH:46][cH:47][cH:48]2)[cH:5][cH:6][cH:7]1.